This data is from the Open Reaction Database (ORD), a public repository of structured organic reaction records. The task is: describe an organic reaction: reactants, conditions, products, and yield The reactants are OCCBr, O=C([O-])[O-], CCC(=O)c1cnc2c(O)cccc2c1Nc1ccc(F)cc1C, CC(C)=O, [K+], [K+], O. Product: CCC(=O)c1cnc2c(OCCO)cccc2c1Nc1ccc(F)cc1C. RXN SMILES: [Br:1][CH2:2][CH2:3][OH:4].[C:29](=[O:30])([O-:31])[O-:32].[C:5]([CH2:6][CH3:7])(=[O:8])[c:9]1[cH:10][n:11][c:12]2[c:13]([OH:28])[cH:14][cH:15][cH:16][c:17]2[c:18]1[NH:19][c:20]1[c:21]([CH3:27])[cH:22][c:23]([F:26])[cH:24][cH:25]1.[CH3:36][C:37](=[O:38])[CH3:39].[K+:33].[K+:34].[OH2:35]>>[CH2:2]([CH2:3][OH:4])[O:28][c:13]1[c:12]2[n:11][cH:10][c:9]([C:5]([CH2:6][CH3:7])=[O:8])[c:18]([NH:19][c:20]3[c:21]([CH3:27])[cH:22][c:23]([F:26])[cH:24][cH:25]3)[c:17]2[cH:16][cH:15][cH:14]1. The reactants are C(C)(=O)NC=1NC(C(=C(N1)N(C(C)=O)C(C)=O)CCC=O)=O (3-[2-(acetylamino)-4-(diacetylamino)-1,6-dihydro-6-oxo-5-pyrimidinyl]propionaldehyde), NC1=CC=C(C(=O)OCC)C=C1 (ethyl p-aminobenzoate), C(C)(=O)O (acetic acid), 3A, C(#N)[BH3-].[Na+] (sodium cyanoborohydride). Solvent: CO (methanol). Conditions: time 17 hour. Yields the product C(C)(=O)NC=1NC(C(=C(N1)N(C(C)=O)C(C)=O)CCCNC1=CC=C(C(=O)OCC)C=C1)=O (ethyl 4-[3-[2-(acetylamino)-4-(diacetylamino)-1,6-dihydro-6-oxo-5-pyrimidinyl]propylamino]benzoate). Isolated yield 24.0%. Reaction SMILES: [C:1]([NH:4][C:5]1[NH:6][C:7](=[O:22])[C:8]([CH2:18][CH2:19][CH:20]=O)=[C:9]([N:11]([C:15](=[O:17])[CH3:16])[C:12](=[O:14])[CH3:13])[N:10]=1)(=[O:3])[CH3:2].[NH2:23][C:24]1[CH:34]=[CH:33][C:27]([C:28]([O:30][CH2:31][CH3:32])=[O:29])=[CH:26][CH:25]=1.C(O)(=O)C.C([BH3-])#N.[Na+]>CO>[C:1]([NH:4][C:5]1[NH:6][C:7](=[O:22])[C:8]([CH2:18][CH2:19][CH2:20][NH:23][C:24]2[CH:25]=[CH:26][C:27]([C:28]([O:30][CH2:31][CH3:32])=[O:29])=[CH:33][CH:34]=2)=[C:9]([N:11]([C:15](=[O:17])[CH3:16])[C:12](=[O:14])[CH3:13])[N:10]=1)(=[O:3])[CH3:2] |f:3.4|. Reported procedure: A mixture of 1.25 g (4.00 mmol) of 3-[2-(acetylamino)-4-(diacetylamino)-1,6-dihydro-6-oxo-5-pyrimidinyl]propionaldehyde, 0.743 g (4.50 mmol) of ethyl p-aminobenzoate, 1.0 ml of glacial acetic acid, and 3A molecular sieves in 25 ml of methanol was stirred at room temperature for 3 hours under nitrogen before 0.28 g (4.47 mmol) of sodium cyanoborohydride was added during a 2 minute period. After stirring for 17 hours, the mixture was filtered. The filtrate was spin evaporated in vacuo to a yellow ... Yields the product COC(=O)c1cc2c(C)onc2c(F)c1Nc1ccc(I)cc1F. As a reaction SMILES: [F:1][c:2]1[c:3]([NH:16][c:17]2[c:18]([F:23])[cH:19][cH:20][cH:21][cH:22]2)[c:4]([C:12](=[O:13])[O:14][CH3:15])[cH:5][c:6]2[c:7]1[n:8][o:9][c:10]2[CH3:11].[F:32][C:33]([F:34])([F:35])[C:36]([OH:37])=[O:38].[I:24][N:25]1[C:26](=[O:27])[CH2:28][CH2:29][C:30]1=[O:31].[O:39]=[CH:40][N:41]([CH3:42])[CH3:43]>>[F:1][c:2]1[c:3]([NH:16][c:17]2[c:18]([F:23])[cH:19][c:20]([I:24])[cH:21][cH:22]2)[c:4]([C:12](=[O:13])[O:14][CH3:15])[cH:5][c:6]2[c:7]1[n:8][o:9][c:10]2[CH3:11]. Starting materials: COC(=O)c1cc2c(C)onc2c(F)c1Nc1ccccc1F, O=C(O)C(F)(F)F, O=C1CCC(=O)N1I, CN(C)C=O. The reactants are C(C)OC(=O)C=1N(C2=CC=C(C=C2C1CNC)F)CC1=CC=CC2=CC=CC=C12 (5-Fluoro-3-methylaminomethyl-1-naphthalen-1-ylmethyl-1H-indole-2-carboxylic acid ethyl ester), C(=O)OC1=CC=C(C=C1)[N+](=O)[O-] (4-nitrophenyl formate). The product is C(C)OC(=O)C=1N(C2=CC=C(C=C2C1CN(C)C=O)F)CC1=CC=CC2=CC=CC=C12 (5-fluoro-3-[(formyl-methyl-amino)-methyl]-1-naphthalen-1-ylmethyl-1H-indole-2-carboxylic acid ethyl ester). RXN SMILES: [CH2:1]([O:3][C:4]([C:6]1[N:7]([CH2:19][C:20]2[C:29]3[C:24](=[CH:25][CH:26]=[CH:27][CH:28]=3)[CH:23]=[CH:22][CH:21]=2)[C:8]2[C:13]([C:14]=1[CH2:15][NH:16][CH3:17])=[CH:12][C:11]([F:18])=[CH:10][CH:9]=2)=[O:5])[CH3:2].[CH:30](OC1C=CC([N+]([O-])=O)=CC=1)=[O:31]>>[CH2:1]([O:3][C:4]([C:6]1[N:7]([CH2:19][C:20]2[C:29]3[C:24](=[CH:25][CH:26]=[CH:27][CH:28]=3)[CH:23]=[CH:22][CH:21]=2)[C:8]2[C:13]([C:14]=1[CH2:15][N:16]([CH:30]=[O:31])[CH3:17])=[CH:12][C:11]([F:18])=[CH:10][CH:9]=2)=[O:5])[CH3:2]. Procedure details: 5-Fluoro-3-methylaminomethyl-1-naphthalen-1-ylmethyl-1H-indole-2-carboxylic acid ethyl ester (from Example 86.1.) was reacted with 4-nitrophenyl formate as described in Example 77.1. to give 5-fluoro-3-[(formyl-methyl-amino)-methyl]-1-naphthalen-1-ylmethyl-1H-indole-2-carboxylic acid ethyl ester which was hydrolyzed as described in the general procedure B (Exp. 2.2) to give the title compound as a colorless solid. MS: 389.5 ([M−H]−). Starting materials: N#Cc1ccc(Br)cc1, O=C([O-])[O-], CC(C)(C)C(=O)CC(=O)C(C)(C)C, CN1CCCC1=O, CCOC(C)=O, [Cs+], [Cs+], Cl[Cu]Cl, Oc1cccnc1. Yields the product N#Cc1ccc(Oc2cccnc2)cc1. Reaction SMILES: [Br:14][c:15]1[cH:16][cH:17][c:18]([C:19]#[N:20])[cH:21][cH:22]1.[C:8](=[O:9])([O-:10])[O-:11].[CH3:23][C:24]([CH3:25])([C:26](=[O:27])[CH2:28][C:29](=[O:30])[C:31]([CH3:32])([CH3:33])[CH3:34])[CH3:35].[CH3:36][N:37]1[CH2:38][CH2:39][CH2:40][C:41]1=[O:42].[CH3:43][CH2:44][O:45][C:46]([CH3:47])=[O:48].[Cs+:12].[Cs+:13].[Cu:49]([Cl:50])[Cl:51].[OH:1][c:2]1[cH:3][n:4][cH:5][cH:6][cH:7]1>>[O:1]([c:2]1[cH:3][n:4][cH:5][cH:6][cH:7]1)[c:15]1[cH:16][cH:17][c:18]([C:19]#[N:20])[cH:21][cH:22]1. The reactants are CSc1ncc2ccc(-c3ccc(C)cc3[N+](=O)[O-])n2n1, CCO, [Cl-], [Fe], [NH4+], O. Yields the product CSc1ncc2ccc(-c3ccc(C)cc3N)n2n1. RXN SMILES: [CH3:1][c:2]1[cH:3][c:4]([N+:19]([O-:20])=[O:21])[c:5](-[c:8]2[cH:9][cH:10][c:11]3[cH:12][n:13][c:14]([S:17][CH3:18])[n:15][n:16]23)[cH:6][cH:7]1.[CH3:24][CH2:25][OH:26].[Cl-:22].[Fe:28].[NH4+:23].[OH2:27]>>[CH3:1][c:2]1[cH:3][c:4]([NH2:19])[c:5](-[c:8]2[cH:9][cH:10][c:11]3[cH:12][n:13][c:14]([S:17][CH3:18])[n:15][n:16]23)[cH:6][cH:7]1. The reactants are C(C)OC([C@@](C(F)(F)F)(C)OCC(C)(NS(=O)(=O)C1=C(C=CC=C1)[N+](=O)[O-])C1=CC(=NC=C1F)Br)=O ((R)-2-[(RS)-2-(2-Bromo-5-fluoro-pyridin-4-yl)-2-(2-nitro-benzenesulfonylamino)-propoxy]-3,3,3-trifluoro-2-methyl-propionic acid ethyl ester), N.CO (NH3 MeOH). Yields the product BrC1=NC=C(C(=C1)C(CO[C@](C(=O)N)(C(F)(F)F)C)(C)NS(=O)(=O)C1=C(C=CC=C1)[N+](=O)[O-])F ((R)-2-[(RS)-2-(2-Bromo-5-fluoro-pyridin-4-yl)-2-(2-nitro-benzenesulfonylamino)-propoxy]-3,3,3-trifluoro-2-methyl-propionamide). Reaction SMILES: C([O:3][C:4](=O)[C@:5]([O:11][CH2:12][C:13]([C:28]1[C:33]([F:34])=[CH:32][N:31]=[C:30]([Br:35])[CH:29]=1)([NH:15][S:16]([C:19]1[CH:24]=[CH:23][CH:22]=[CH:21][C:20]=1[N+:25]([O-:27])=[O:26])(=[O:18])=[O:17])[CH3:14])([CH3:10])[C:6]([F:9])([F:8])[F:7])C.[NH3:37].CO>>[Br:35][C:30]1[CH:29]=[C:28]([C:13]([NH:15][S:16]([C:19]2[CH:24]=[CH:23][CH:22]=[CH:21][C:20]=2[N+:25]([O-:27])=[O:26])(=[O:17])=[O:18])([CH3:14])[CH2:12][O:11][C@@:5]([CH3:10])([C:6]([F:7])([F:9])[F:8])[C:4]([NH2:37])=[O:3])[C:33]([F:34])=[CH:32][N:31]=1 |f:1.2|. Procedure: A solution of (R)-2-[(RS)-2-(2-Bromo-5-fluoro-pyridin-4-yl)-2-(2-nitro-benzenesulfonylamino)-propoxy]-3,3,3-trifluoro-2-methyl-propionic acid ethyl ester (920 mg, 1.527 mmol) in 7N NH3/MeOH (11 ml) was stirred in a sealed glass vial at 55° C. for 44 h. The reaction mixture was evaporated to dryness to leave a yellow solid that was used for the next step without further purification (diastereomer mixture). RtH4=1.03 min; ESIMS: 573, 575 [(M+H)+]; 1H NMR (400 MHz, CDCl3): δ 8.00 (m, 1H), 7.97-7.91...